This data is from the Open Reaction Database (ORD), a public repository of structured organic reaction records. The task is: describe an organic reaction: reactants, conditions, products, and yield Starting materials: ClCC(=O)NCCC1=CC(=C(C=C1)OC)OC (2-chloro-N-(3,4-dimetoxyphenethyl)acetamide), NC=1C=C(C(=O)N)C=CC1 (m-aminobenzamide), [I-].[Na+] (sodium iodide), C([O-])([O-])=O.[Ca+2] (calcium carbonate). Run in CN(C=O)C (dimethylformamide). Run at temperature 60 celsius, time 4 hour. Product: C(N)(=O)C=1C=C(C=CC1)NCC(=O)NCCC1=CC(=C(C=C1)OC)OC (2-(3-carbamoylphenylamino)-N-(3,4-dimethoxyphenethyl)acetamide). As a reaction SMILES: Cl[CH2:2][C:3]([NH:5][CH2:6][CH2:7][C:8]1[CH:13]=[CH:12][C:11]([O:14][CH3:15])=[C:10]([O:16][CH3:17])[CH:9]=1)=[O:4].[NH2:18][C:19]1[CH:20]=[C:21]([CH:25]=[CH:26][CH:27]=1)[C:22]([NH2:24])=[O:23].[I-].[Na+].C(=O)([O-])[O-].[Ca+2]>CN(C)C=O>[C:22]([C:21]1[CH:20]=[C:19]([NH:18][CH2:2][C:3]([NH:5][CH2:6][CH2:7][C:8]2[CH:13]=[CH:12][C:11]([O:14][CH3:15])=[C:10]([O:16][CH3:17])[CH:9]=2)=[O:4])[CH:27]=[CH:26][CH:25]=1)(=[O:23])[NH2:24] |f:2.3,4.5|. Procedure details: 100 ml of dimethylformamide was added to a mixture of 25.8 g of 2-chloro-N-(3,4-dimetoxyphenethyl)acetamide, 13.6 g of m-aminobenzamide, 15.0 g of sodium iodide and 20.0 g of calcium carbonate, and the mixture was stirred at 60° C. for 4 hours. The same procedure as described in Example 1 was followed to obtain 2-(3-carbamoylphenylamino)-N-(3,4-dimethoxyphenethyl)acetamide. The product was converted to the corresponding hydrochloride salt as described in Example 5. The salt was recrystallized fr... Reaction SMILES: Cl.Cl.[NH2:3][CH:4]1[CH2:11][CH:10]2[N:12]([CH3:13])[CH:6]([CH2:7][CH2:8][CH2:9]2)[CH2:5]1.[C:14]1([C:20]2[O:21][C:22]3[C:23](=[C:25]([C:29](O)=[O:30])[CH:26]=[CH:27][CH:28]=3)[N:24]=2)[CH:19]=[CH:18][CH:17]=[CH:16][CH:15]=1>>[CH3:13][N:12]1[CH:6]2[CH2:7][CH2:8][CH2:9][CH:10]1[CH2:11][CH:4]([NH:3][C:29]([C:25]1[CH:26]=[CH:27][CH:28]=[C:22]3[O:21][C:20]([C:14]4[CH:19]=[CH:18][CH:17]=[CH:16][CH:15]=4)=[N:24][C:23]=13)=[O:30])[CH2:5]2 |f:0.1.2|. Reactants: Cl.Cl.NC1CC2CCCC(C1)N2C (3-amino-9-methyl-9-azabicyclo[3.3.1]nonane dihydrochloride), C1(=CC=CC=C1)C=1OC=2C(N1)=C(C=CC2)C(=O)O (2-phenylbenzoxazole-4-carboxylic acid). Procedure details: N-(9-Methyl-9-azabicyclo[3.3.1]non-3-yl)-2-phenylbenzoxazole-4-carboxamide was prepared from 3-amino-9-methyl-9-azabicyclo[3.3.1]nonane dihydrochloride and 2-phenylbenzoxazole-4-carboxylic acid using conditions similar to those described for Step C in Example 1. This compound was obtained in 40% yield as a white solid; mp 182-185° C.; 1H NMR (300 MHz, CDCl3) δ 9.18 (d, J=6.5 Hz, 1H), 8.25 (m, 2H), 8.19 (dd, J=7.8, 0.9 Hz, 1H), 7.72 (dd, J=8.1, 1.0 Hz, 1H), 7.55-7.65 (m, 3H), 7.47 (t, J=8.0 Hz, 1... Yield: 40.0%. Product: CN1C2CC(CC1CCC2)NC(=O)C=2C=CC=C1C2N=C(O1)C1=CC=CC=C1 (N-(9-Methyl-9-azabicyclo[3.3.1]non-3-yl)-2-phenylbenzoxazole-4-carboxamide). The reactants are CCN(CC)CCN1CCc2[nH]c(CO)c(C(F)(F)F)c2C1=O, Cc1ccc(S(=O)(=O)O)cc1, O=C(O)c1ccccc1I(=O)=O, O. Yields the product CCN(CC)CCN1CCc2[nH]c(C=O)c(C(F)(F)F)c2C1=O. Reaction SMILES: [CH2:1]([CH3:2])[N:3]([CH2:4][CH2:5][N:6]1[C:7](=[O:21])[c:8]2[c:9]([nH:12][c:13]([CH2:19][OH:20])[c:14]2[C:15]([F:16])([F:17])[F:18])[CH2:10][CH2:11]1)[CH2:22][CH3:23].[CH3:25][c:26]1[cH:27][cH:28][c:29]([S:30]([OH:31])(=[O:32])=[O:33])[cH:34][cH:35]1.[I:36]([c:37]1[cH:38][cH:39][cH:40][cH:41][c:42]1[C:43]([OH:44])=[O:45])(=[O:46])=[O:47].[OH2:24]>>[CH2:1]([CH3:2])[N:3]([CH2:4][CH2:5][N:6]1[C:7](=[O:21])[c:8]2[c:9]([nH:12][c:13]([CH:19]=[O:20])[c:14]2[C:15]([F:16])([F:17])[F:18])[CH2:10][CH2:11]1)[CH2:22][CH3:23]. Reactants: [BH4-], CC(C)O, CC(=O)COCCCC(N(C)C)C1(c2ccc(Cl)cc2)CCC1, [Na+], O. RXN SMILES: [BH4-:24].[CH3:26][CH:27]([OH:28])[CH3:29].[Cl:1][c:2]1[cH:3][cH:4][c:5]([C:8]2([CH:12]([CH2:13][CH2:14][CH2:15][O:16][CH2:17][C:18]([CH3:19])=[O:20])[N:21]([CH3:22])[CH3:23])[CH2:9][CH2:10][CH2:11]2)[cH:6][cH:7]1.[Na+:25].[OH2:30]>>[Cl:1][c:2]1[cH:3][cH:4][c:5]([C:8]2([CH:12]([CH2:13][CH2:14][CH2:15][O:16][CH2:17][CH:18]([CH3:19])[OH:20])[N:21]([CH3:22])[CH3:23])[CH2:9][CH2:10][CH2:11]2)[cH:6][cH:7]1. Yields the product CC(O)COCCCC(N(C)C)C1(c2ccc(Cl)cc2)CCC1. Starting materials: IC1=CC=C(C=C1)C1=CN=C(N1)[C@H](C(C)C)N1C(N[C@@H](C1=O)CCC(=O)O)=O (3-((R)-1-{(S)-1-[5-(4-iodo-phenyl)-1H-imidazol-2-yl]-2-methyl-propyl}-2,5-dioxo-imidazolidin-4-yl)-propionic acid), C(C)(C)(C)OC(=O)N[C@@H](C(=O)O)C1=CC=C(C=C1)OCC(N(C)C)=O ((R)-tert-butoxycarbonylamino-(4-dimethylcarbamoylmethoxy-phenyl)-acetic acid), ClN1C(CCC1=O)=O (N-chlorosuccinimide), C1(CC1)C[C@@H]1C(N(C(N1)=O)[C@@H]([C@@H](C)C1=CC=CC=C1)C=1NC(=C(N1)C)C1=C(C=C(C=C1)I)F)=O ((R)-5-Cyclopropylmethyl-3-{(1S,2S)-1-[5-(2-fluoro-4-iodo-phenyl)-4-methyl-1H-imidazol-2-yl]-2-phenyl-propyl}-imidazolidine-2,4-dione), BrC1=CC=C(C=C1)C(CC)=O (1-(4-bromo-phenyl)-propan-1-one). The product is BrC1=CC=C(C=C1)C1=C(N=C(N1)[C@H]([C@@H](C)C1=CC=CC=C1)N1C(N[C@@H](C1=O)C1=CC=C(C=C1)OCCO)=O)C ((R)-3-{(1S,2S)-1-[5-(4-Bromo-phenyl)-4-methyl-1H-imidazol-2-yl]-2-phenyl-propyl}-5-[4-(2-hydroxy-ethoxy)-phenyl]-imidazolidine-2,4-dione). As a reaction SMILES: IC1C=CC(C2NC([C@@H](N3C(=O)[C@@H](CCC(O)=O)NC3=O)C(C)C)=NC=2)=CC=1.C1(C[C@H:33]2[NH:37][C:36](=[O:38])[N:35]([C@H:39]([C:48]3[NH:49]C(C4C=CC(I)=CC=4F)=C(C)[N:52]=3)[C@H:40]([C:42]3[CH:47]=[CH:46][CH:45]=[CH:44][CH:43]=3)[CH3:41])[C:34]2=[O:62])CC1.[Br:63][C:64]1[CH:69]=[CH:68][C:67]([C:70](=O)[CH2:71][CH3:72])=[CH:66][CH:65]=1.C(OC(N[C@H]([C:86]1[CH:91]=[CH:90][C:89]([O:92][CH2:93][C:94](=[O:98])N(C)C)=[CH:88][CH:87]=1)C(O)=O)=O)(C)(C)C.ClN1C(=O)CCC1=O>>[Br:63][C:64]1[CH:69]=[CH:68][C:67]([C:70]2[NH:49][C:48]([C@@H:39]([N:35]3[C:34](=[O:62])[C@@H:33]([C:86]4[CH:91]=[CH:90][C:89]([O:92][CH2:93][CH2:94][OH:98])=[CH:88][CH:87]=4)[NH:37][C:36]3=[O:38])[C@H:40]([C:42]3[CH:43]=[CH:44][CH:45]=[CH:46][CH:47]=3)[CH3:41])=[N:52][C:71]=2[CH3:72])=[CH:66][CH:65]=1. Procedure details: Prepared by the same method as described in example 1 except that (i) steps A, B and C were omitted; (ii) commercially available 1-(4-bromo-phenyl)-propan-1-one was used in place of 1-(2-fluoro-4-iodo-phenyl)-ethanone in step 106-D and (iii) chlorination of the 5-position of the imidazole ring with N-chlorosuccinimide in step 106-F was omitted. HR-MS: calcd for C30H29BrN4O4 [M+H+] 589.1445. Found 589.1444. Starting materials: NC1=C2C(=NC=N1)N(N=C2C(F)F)C(C)C=2C(=C(C(=C(C2)Cl)F)C2CN(C2)C[C@H](C)O)OC ((2S)-1-[3-(3-{1-[4-amino-3-(difluoromethyl)-1H-pyrazolo[3,4-d]pyrimidin-1-yl]ethyl}-5-chloro-6-fluoro-2-methoxyphenyl)azetidin-1-yl]propan-2-ol), CN1C(CCC1)=O (N-methylpyrrolidinone). Reagents/catalysts: [Zn] (zinc), CC(C)([P](C(C)(C)C)([Pd][P](C(C)(C)C)(C(C)(C)C)C(C)(C)C)C(C)(C)C)C (bis(tri-t-butylphosphine)palladium), [C-]#N.[Zn+2].[C-]#N (zinc cyanide). Conditions: temperature 130 celsius, time 8 hour. The product is NC1=C2C(=NC=N1)N(N=C2C(F)F)C(C)C=2C(=C(C(=C(C#N)C2)F)C2CN(C2)C[C@H](C)O)OC (5-(1-(4-Amino-3-(difluoromethyl)-1H-pyrazolo[3,4-d]pyrimidin-1-yl)ethyl)-2-fluoro-3-(1-((S)-2-hydroxypropyl)azetidin-3-yl)-4-methoxybenzonitrile). Yield: 11.8%. Reaction SMILES: [NH2:1][C:2]1[N:7]=[CH:6][N:5]=[C:4]2[N:8]([CH:14]([C:16]3[C:17]([O:32][CH3:33])=[C:18]([CH:24]4[CH2:27][N:26]([CH2:28][C@@H:29]([OH:31])[CH3:30])[CH2:25]4)[C:19]([F:23])=[C:20](Cl)[CH:21]=3)[CH3:15])[N:9]=[C:10]([CH:11]([F:13])[F:12])[C:3]=12.[CH3:34][N:35]1CCCC1=O>[Zn].CC(C)([P](C(C)(C)C)([Pd][P](C(C)(C)C)(C(C)(C)C)C(C)(C)C)C(C)(C)C)C.[C-]#N.[Zn+2].[C-]#N>[NH2:1][C:2]1[N:7]=[CH:6][N:5]=[C:4]2[N:8]([CH:14]([C:16]3[C:17]([O:32][CH3:33])=[C:18]([CH:24]4[CH2:27][N:26]([CH2:28][C@@H:29]([OH:31])[CH3:30])[CH2:25]4)[C:19]([F:23])=[C:20]([CH:21]=3)[C:34]#[N:35])[CH3:15])[N:9]=[C:10]([CH:11]([F:13])[F:12])[C:3]=12 |f:4.5.6,^1:44,50|. Reported procedure: To a microwave vial containing (2S)-1-[3-(3-{1-[4-amino-3-(difluoromethyl)-1H-pyrazolo[3,4-d]pyrimidin-1-yl]ethyl}-5-chloro-6-fluoro-2-methoxyphenyl)azetidin-1-yl]propan-2-ol (16 mg, 0.032 mmol, from Example 76) was added zinc (1.0 mg, 0.016 mmol), bis(tri-t-butylphosphine)palladium (6.5 mg, 0.013 mmol) and N-methylpyrrolidinone (0.20 mL, 2.0 mmol). The mixture was degassed with N2 for a few minutes before adding zinc cyanide (7.5 mg, 0.064 mmol). The resulting mixture was stirred at 130° C. ove... The reactants are Br[Mg]c1ccccc1, C1CCOC1, CON(C)C(=O)c1ccc(CN(Cc2ccc(F)cc2)S(=O)(=O)c2cc(Cl)cc(Cl)c2O)cc1. RXN SMILES: [Br:35][Mg:36][c:37]1[cH:38][cH:39][cH:40][cH:41][cH:42]1.[CH2:43]1[O:44][CH2:45][CH2:46][CH2:47]1.[Cl:1][c:2]1[c:3]([OH:34])[c:4]([S:9](=[O:10])(=[O:11])[N:12]([CH2:13][c:14]2[cH:15][cH:16][c:17]([F:20])[cH:18][cH:19]2)[CH2:21][c:22]2[cH:23][cH:24][c:25]([C:26](=[O:27])[N:28]([O:29][CH3:30])[CH3:31])[cH:32][cH:33]2)[cH:5][c:6]([Cl:8])[cH:7]1>>[Cl:1][c:2]1[c:3]([OH:34])[c:4]([S:9](=[O:10])(=[O:11])[N:12]([CH2:13][c:14]2[cH:15][cH:16][c:17]([F:20])[cH:18][cH:19]2)[CH2:21][c:22]2[cH:23][cH:24][c:25]([C:26](=[O:27])[c:37]3[cH:38][cH:39][cH:40][cH:41][cH:42]3)[cH:32][cH:33]2)[cH:5][c:6]([Cl:8])[cH:7]1. Product: O=C(c1ccccc1)c1ccc(CN(Cc2ccc(F)cc2)S(=O)(=O)c2cc(Cl)cc(Cl)c2O)cc1. Starting materials: C(C)(=O)C1=CC=C(C=C1)C1=CC=C(C=C1)CC(C)O ((-)-4-acetyl-4'-(2-hydroxypropyl)biphenyl), C(CC)I (propyl iodide). Reagents/catalysts: [Ag]=O (silver oxide). The solvent is C(Cl)(Cl)Cl (CHCl3), C(Cl)(Cl)Cl (chloroform), [Ag] (silver). Run at time 15 day. Yields the product C(C)(=O)C1=CC=C(C=C1)C1=CC=C(C=C1)CC(C)OCCC ((-)-4-acetyl-4'-(2-propoxypropyl) biphenyl), starting material. Yield: 30.4%. Reaction SMILES: [C:1]([C:4]1[CH:9]=[CH:8][C:7]([C:10]2[CH:15]=[CH:14][C:13]([CH2:16][CH:17]([OH:19])[CH3:18])=[CH:12][CH:11]=2)=[CH:6][CH:5]=1)(=[O:3])[CH3:2].[CH2:20](I)[CH2:21][CH3:22]>C(Cl)(Cl)Cl.[Ag].[Ag]=O>[C:1]([C:4]1[CH:5]=[CH:6][C:7]([C:10]2[CH:15]=[CH:14][C:13]([CH2:16][CH:17]([O:19][CH2:20][CH2:21][CH3:22])[CH3:18])=[CH:12][CH:11]=2)=[CH:8][CH:9]=1)(=[O:3])[CH3:2]. Procedure details: Into a four-necked flask provided with a stirrer and a thermometer, 25.4 g of (-)-4-acetyl-4'-(2-hydroxypropyl)biphenyl (XXIII-43) [0.1 mol, [α]D20 =-11.2° (C=1, CHCl3)], 69.5 g (0.3 mol) of silver oxide and 255 g (1.5 mol) of propyl iodide were charged, and then stirred at room temperature for 15 days. Thereafter, the reaction mixture was diluted with 300 ml of chloroform, and silver salt was filtered off, and thereafter, the filtrate was concentrated under a reduced pressure. The resulting res... Product: O=C1c2cccnc2C(O)CCC1c1cccc(F)c1F. As a reaction SMILES: [C:56]([O:57][CH2:58][CH3:59])(=[O:60])[CH3:61].[CH2:33]([N+:34]([CH2:35][CH2:36][CH2:37][CH3:38])([CH2:39][CH2:40][CH2:41][CH3:42])[CH2:43][CH2:44][CH2:45][CH3:46])[CH2:47][CH2:48][CH3:49].[CH3:50][CH2:51][CH2:52][CH2:53][CH2:54][CH3:55].[F-:32].[F:1][c:2]1[c:3]([CH:9]2[C:10](=[O:31])[c:11]3[c:12]([n:13][cH:14][cH:15][cH:16]3)[CH:17]([O:20][Si:21]([CH:22]([CH3:23])[CH3:24])([CH:25]([CH3:26])[CH3:27])[CH:28]([CH3:29])[CH3:30])[CH2:18][CH2:19]2)[cH:4][cH:5][cH:6][c:7]1[F:8].[O:62]1[CH2:63][CH2:64][CH2:65][CH2:66]1>>[F:1][c:2]1[c:3]([CH:9]2[C:10](=[O:31])[c:11]3[c:12]([n:13][cH:14][cH:15][cH:16]3)[CH:17]([OH:20])[CH2:18][CH2:19]2)[cH:4][cH:5][cH:6][c:7]1[F:8]. Starting materials: CCOC(C)=O, CCCC[N+](CCCC)(CCCC)CCCC, CCCCCC, [F-], CC(C)[Si](OC1CCC(c2cccc(F)c2F)C(=O)c2cccnc21)(C(C)C)C(C)C, C1CCOC1.